From a dataset of the Open Reaction Database (ORD), a public repository of structured organic reaction records. describe an organic reaction: reactants, conditions, products, and yield The reactants are C1(=CC=CC=C1)N1C=NC2=C(C1=O)SC=C2C2=CC=CC=C2 (3,7-Diphenylthieno[3,2-d]pyrimidin-4(3H)-one), NC1=C(SC=C1C1=C(C=CC=C1)F)C(=O)OC (methyl 3-amino-4-(2-fluorophenyl)thiophene-2-carboxylate), C(OCC)(OCC)OCC (triethyl orthoformate), C(=C)C=1C=C(N)C=CC1 (3-vinylaniline). Run in C(C)(=O)O (acetic acid). Yields the product FC1=C(C=CC=C1)C1=CSC2=C1N=CN(C2=O)C2=CC(=CC=C2)C=C (7-(2-Fluorophenyl)-3-(3-vinylphenyl)thieno[3,2-d]pyrimidin-4(3H)-one). The yield is 57.4%. Reaction SMILES: [C:1]1([N:7]2[C:12](=[O:13])[C:11]3[S:14][CH:15]=[C:16]([C:17]4[CH:22]=[CH:21][CH:20]=[CH:19][CH:18]=4)[C:10]=3[N:9]=[CH:8]2)[CH:6]=[CH:5][CH:4]=[CH:3][CH:2]=1.NC1C(C2C=CC=CC=2[F:35])=CSC=1C(OC)=O.C(O[CH2:48][CH3:49])(OCC)OCC.C(C1C=C(C=CC=1)N)=C>C(O)(=O)C>[F:35][C:22]1[CH:21]=[CH:20][CH:19]=[CH:18][C:17]=1[C:16]1[C:10]2[N:9]=[CH:8][N:7]([C:1]3[CH:6]=[CH:5][CH:4]=[C:3]([CH:48]=[CH2:49])[CH:2]=3)[C:12](=[O:13])[C:11]=2[S:14][CH:15]=1. Procedure: In the same manner as the synthesis of Compound 1, methyl 3-amino-4-(2-fluorophenyl)thiophene-2-carboxylate (80 mg, 0.3 mmol), triethyl orthoformate (0.79 ml), 3-vinylaniline (70.6 mg, 0.59 mmol), and acetic acid (0.09 ml) were used to give 64 mg (0.18 mmol, 57.4% yield) of the title compound. The reactants are Fc1cc(Br)cc2ccoc12, O=C([O-])[O-], CC1(C)OB(c2ccc(-n3c(CC4CCN(C(=O)C5CC5)C4)n[nH]c3=O)cc2)OC1(C)C, [K+], [K+], C1COCCO1. Product: O=C(C1CC1)N1CCC(Cc2n[nH]c(=O)n2-c2ccc(-c3cc(F)c4occc4c3)cc2)C1. RXN SMILES: [Br:33][c:34]1[cH:35][c:36]([F:43])[c:37]2[c:38]([cH:39][cH:40][o:41]2)[cH:42]1.[C:44](=[O:45])([O-:46])[O-:47].[CH:1]1([C:4](=[O:5])[N:6]2[CH2:7][CH:8]([CH2:11][c:12]3[n:13](-[c:18]4[cH:19][cH:20][c:21]([B:24]5[O:25][C:26]([CH3:27])([CH3:28])[C:29]([CH3:30])([CH3:31])[O:32]5)[cH:22][cH:23]4)[c:14](=[O:17])[nH:15][n:16]3)[CH2:9][CH2:10]2)[CH2:2][CH2:3]1.[K+:48].[K+:49].[O:50]1[CH2:51][CH2:52][O:53][CH2:54][CH2:55]1>>[CH:1]1([C:4](=[O:5])[N:6]2[CH2:7][CH:8]([CH2:11][c:12]3[n:13](-[c:18]4[cH:19][cH:20][c:21](-[c:34]5[cH:35][c:36]([F:43])[c:37]6[c:38]([cH:39][cH:40][o:41]6)[cH:42]5)[cH:22][cH:23]4)[c:14](=[O:17])[nH:15][n:16]3)[CH2:9][CH2:10]2)[CH2:2][CH2:3]1. The reactants are FC1=CC=C(C=C1)CC(=O)O (4-fluorophenylacetic acid), N1=CC=C(C=C1)C=O (4-pyridinecarboxaldehyde), C(C)(=O)OC(C)=O (acetic anhydride). Run in N1=CC=CC=C1 (pyridine). Conditions: temperature 150 celsius. The product is FC1=CC=C(C=C1)C(C(=O)O)=CC1=CC=NC=C1 (2-(4-Fluorophenyl)-3-(4-pyridyl)-acrylic acid). Reaction SMILES: [F:1][C:2]1[CH:7]=[CH:6][C:5]([CH2:8][C:9]([OH:11])=[O:10])=[CH:4][CH:3]=1.[N:12]1[CH:17]=[CH:16][C:15]([CH:18]=O)=[CH:14][CH:13]=1.C(OC(=O)C)(=O)C>N1C=CC=CC=1>[F:1][C:2]1[CH:3]=[CH:4][C:5]([C:8](=[CH:18][C:15]2[CH:16]=[CH:17][N:12]=[CH:13][CH:14]=2)[C:9]([OH:11])=[O:10])=[CH:6][CH:7]=1. Procedure details: A mixture of 4-fluorophenylacetic acid (9 g, 58.4 mmol), 4-pyridinecarboxaldehyde (5.6 ml, 58.6 mmol), pyridine (6 ml) and acetic anhydride (6 ml) was heated at 150° C. for 1 h followed by evaporation and co-distillation with water. The resulting material crystallized on addition of ethanol. The solids were filtered and washed with ethanol and ethyl acetate to provide the title compound. The reactants are CO (methanol), ClC1=NC=CC(=N1)C1=C(N=C(S1)C1CCOCC1)C=1C(=C(C=CC1)NS(=O)(=O)C1=C(C=CC(=C1)F)F)F (N-{3-[5-(2-chloro-4-pyrimidinyl)-2-(tetrahydro-2H-pyran-4-yl)-1,3-thiazol-4-yl]-2-fluorophenyl}-2,5-difluorobenzenesulfonamide), N (ammonia). Product: NC1=NC=CC(=N1)C1=C(N=C(S1)C1CCOCC1)C=1C(=C(C=CC1)NS(=O)(=O)C1=C(C=CC(=C1)F)F)F (N-{3-[5-(2-amino-4-pyrimidinyl)-2-(tetrahydro-2H-pyran-4-yl)-1,3-thiazol-4-yl]-2-fluorophenyl}-2,5-difluorobenzenesulfonamide), solid. Yield: 64.0%. RXN SMILES: Cl[C:2]1[N:7]=[C:6]([C:8]2[S:12][C:11]([CH:13]3[CH2:18][CH2:17][O:16][CH2:15][CH2:14]3)=[N:10][C:9]=2[C:19]2[C:20]([F:37])=[C:21]([NH:25][S:26]([C:29]3[CH:34]=[C:33]([F:35])[CH:32]=[CH:31][C:30]=3[F:36])(=[O:28])=[O:27])[CH:22]=[CH:23][CH:24]=2)[CH:5]=[CH:4][N:3]=1.[NH3:38].CO>>[NH2:38][C:2]1[N:7]=[C:6]([C:8]2[S:12][C:11]([CH:13]3[CH2:18][CH2:17][O:16][CH2:15][CH2:14]3)=[N:10][C:9]=2[C:19]2[C:20]([F:37])=[C:21]([NH:25][S:26]([C:29]3[CH:34]=[C:33]([F:35])[CH:32]=[CH:31][C:30]=3[F:36])(=[O:28])=[O:27])[CH:22]=[CH:23][CH:24]=2)[CH:5]=[CH:4][N:3]=1. Procedure details: Following a procedure analogous to the procedure described in Example 52, Step B using N-{3-[5-(2-chloro-4-pyrimidinyl)-2-(tetrahydro-2H-pyran-4-yl)-1,3-thiazol-4-yl]-2-fluorophenyl}-2,5-difluorobenzenesulfonamide (0.150 g, 0.265 mmol) and 7N ammonia in methanol (5.67 mL, 39.7 mmol), the title compound was obtained as a white solid (93 mg, 64% yield). MS (ESI): 548 [M+H]+.